Dataset: the Open Reaction Database (ORD), a public repository of structured organic reaction records. Task: describe an organic reaction: reactants, conditions, products, and yield Yields the product COC(=O)COc1ccc(C(N)=O)cc1. Reaction SMILES: [Br:11][CH2:12][C:13](=[O:14])[O:15][CH3:16].[K+:17].[K+:18].[O-:19][C:20]([O-:21])=[O:22].[O:23]=[CH:24][N:25]([CH3:26])[CH3:27].[OH2:28].[OH:1][c:2]1[cH:3][cH:4][c:5]([C:6](=[O:7])[NH2:8])[cH:9][cH:10]1>>[O:1]([c:2]1[cH:3][cH:4][c:5]([C:6](=[O:7])[NH2:8])[cH:9][cH:10]1)[CH2:12][C:13](=[O:14])[O:15][CH3:16]. The reactants are COC(=O)CBr, [K+], [K+], O=C([O-])[O-], CN(C)C=O, O, NC(=O)c1ccc(O)cc1. Starting materials: NC1=C(C=C(C=C1)OC)S(=O)(=O)N (2-amino-5-methoxybenzenesulphonamide), NC1=C(C=C(C(=C1)F)OC)S(=O)(=O)N (2-amino-4-fluoro-5-methoxybenzenesulphonamide). The product is O=S1(NC2N(C3=C1C=C(C(=C3)F)O)CCC2)=O (5,5-Dioxo-8-fluoro-2,3,3a,4-tetrahydro-1H-pyrrolo[2,1-c][1,2,4]-benzothiadiazin-7-ol). RXN SMILES: N[C:2]1[CH:7]=CC(OC)=[CH:4][C:3]=1S(N)(=O)=O.[NH2:14][C:15]1[CH:20]=[C:19]([F:21])[C:18]([O:22]C)=[CH:17][C:16]=1[S:24]([NH2:27])(=[O:26])=[O:25]>>[O:25]=[S:24]1(=[O:26])[C:16]2[CH:17]=[C:18]([OH:22])[C:19]([F:21])=[CH:20][C:15]=2[N:14]2[CH2:7][CH2:2][CH2:3][CH:4]2[NH:27]1. Procedure details: In Step A, 2-amino-5-methoxybenzenesulphonamide is replaced by 2-amino-4-fluoro-5-methoxybenzenesulphonamide. The reactants are ClB(Cl)Cl, CO, ClCCCl, Cl, COc1ccc2c(Cc3ccc(OCCN4CCCCC4)cc3)c(-c3ccccc3)ccc2c1. Product: Oc1ccc2c(Cc3ccc(OCCN4CCCCC4)cc3)c(-c3ccccc3)ccc2c1. Reaction SMILES: [B:36]([Cl:37])([Cl:38])[Cl:39].[CH3:40][OH:41].[Cl:42][CH2:43][CH2:44][Cl:45].[ClH:1].[c:2]1(-[c:8]2[c:9]([CH2:20][c:21]3[cH:22][cH:23][c:24]([O:27][CH2:28][CH2:29][N:30]4[CH2:31][CH2:32][CH2:33][CH2:34][CH2:35]4)[cH:25][cH:26]3)[c:10]3[cH:11][cH:12][c:13]([O:18][CH3:19])[cH:14][c:15]3[cH:16][cH:17]2)[cH:3][cH:4][cH:5][cH:6][cH:7]1>>[c:2]1(-[c:8]2[c:9]([CH2:20][c:21]3[cH:22][cH:23][c:24]([O:27][CH2:28][CH2:29][N:30]4[CH2:31][CH2:32][CH2:33][CH2:34][CH2:35]4)[cH:25][cH:26]3)[c:10]3[cH:11][cH:12][c:13]([OH:18])[cH:14][c:15]3[cH:16][cH:17]2)[cH:3][cH:4][cH:5][cH:6][cH:7]1. The reactants are FC(C(=O)O)(F)F.FC(C(=O)O)(F)F.FC(C(=O)O)(F)F.ClC=1C=NC=2NC=3C=NC=C(CCC4=C(C=CC(NC1N2)=C4)NC(CC4CCNCC4)=O)C3 (N-[6-chloro-2,4,8,18,22-pentaazatetracyclo[14.3.1.1(3,7).1(9,13)]docosa-1(20),3(22),4,6,9(21),10,12,16,18-nonaen-12-yl]-2-piperidin-4-ylacetamide tris(trifluoroacetate)), CC1=NOC(=C1S(=O)(=O)Cl)C (3,5-dimethylisoxazole-4-sulfonyl chloride). Product: FC(C(=O)O)(F)F.FC(C(=O)O)(F)F.ClC=1C=NC=2NC=3C=NC=C(CCC4=C(C=CC(NC1N2)=C4)NC(CC4CCN(CC4)S(=O)(=O)C=4C(=NOC4C)C)=O)C3 (N-[6-chloro-2,4,8,18,22-pentaazatetracyclo[14.3.1.1(3,7).1(9,13)]docosa-1(20),3(22),4,6,9(21),10,12,16,18-nonaen-12-yl]-2-{1-[(3,5-dimethylisoxazol-4-yl)sulfonyl]piperidin-4-yl}acetamide bis(trifluoroacetate)). The yield is 17.0%. RXN SMILES: [F:1][C:2]([F:7])([F:6])[C:3]([OH:5])=[O:4].[F:8][C:9]([F:14])([F:13])[C:10]([OH:12])=[O:11].FC(F)(F)C(O)=O.[Cl:22][C:23]1[CH:24]=[N:25][C:26]2[NH:27][C:28]3[CH:29]=[N:30][CH:31]=[C:32]([CH:54]=3)[CH2:33][CH2:34][C:35]3[CH:43]=[C:39]([NH:40][C:41]=1[N:42]=2)[CH:38]=[CH:37][C:36]=3[NH:44][C:45](=[O:53])[CH2:46][CH:47]1[CH2:52][CH2:51][NH:50][CH2:49][CH2:48]1.[CH3:55][C:56]1[C:60]([S:61](Cl)(=[O:63])=[O:62])=[C:59]([CH3:65])[O:58][N:57]=1>>[F:1][C:2]([F:7])([F:6])[C:3]([OH:5])=[O:4].[F:8][C:9]([F:14])([F:13])[C:10]([OH:12])=[O:11].[Cl:22][C:23]1[CH:24]=[N:25][C:26]2[NH:27][C:28]3[CH:29]=[N:30][CH:31]=[C:32]([CH:54]=3)[CH2:33][CH2:34][C:35]3[CH:43]=[C:39]([NH:40][C:41]=1[N:42]=2)[CH:38]=[CH:37][C:36]=3[NH:44][C:45](=[O:53])[CH2:46][CH:47]1[CH2:52][CH2:51][N:50]([S:61]([C:60]2[C:56]([CH3:55])=[N:57][O:58][C:59]=2[CH3:65])(=[O:63])=[O:62])[CH2:49][CH2:48]1 |f:0.1.2.3,5.6.7|. Reported procedure: The desired compound was prepared according to the procedure of Example A42 using N-[6-chloro-2,4,8,18,22-pentaazatetracyclo[14.3.1.1(3,7).1(9,13)]docosa-1(20),3(22),4,6,9(21),10,12,16,18-nonaen-12-yl]-2-piperidin-4-ylacetamide tris(trifluoroacetate) and 3,5-dimethylisoxazole-4-sulfonyl chloride as starting materials in 17% yield. LCMS for C29H32ClN8O4S (M+H)+: m/z=623.2. Conditions: temperature 180 celsius. Product: N1C=CC=2C1=NC=CC2N2N=CC(=C2)C=2C=C(C#N)C=CC2 (3-[1-(1H-Pyrrolo[2,3-b]pyridin-4-yl)-1H-pyrazol-4-yl]benzonitrile). The reactants are BrC1=C2C(=NC=C1)NC=C2 (4-bromo-1H-pyrrolo[2,3-b]pyridine), FC(C(=O)O)(F)F.N1N=CC(=C1)C=1C=C(C#N)C=CC1 (3-(1H-pyrazol-4-yl)benzonitrile trifluoroacetate). RXN SMILES: Br[C:2]1[CH:7]=[CH:6][N:5]=[C:4]2[NH:8][CH:9]=[CH:10][C:3]=12.FC(F)(F)C(O)=O.[NH:18]1[CH:22]=[C:21]([C:23]2[CH:24]=[C:25]([CH:28]=[CH:29][CH:30]=2)[C:26]#[N:27])[CH:20]=[N:19]1>>[NH:8]1[C:4]2=[N:5][CH:6]=[CH:7][C:2]([N:18]3[CH:22]=[C:21]([C:23]4[CH:24]=[C:25]([CH:28]=[CH:29][CH:30]=4)[C:26]#[N:27])[CH:20]=[N:19]3)=[C:3]2[CH:10]=[CH:9]1 |f:1.2|. Reported procedure: A mixture of 4-bromo-1H-pyrrolo[2,3-b]pyridine (25.0 mg, 0.000127 mol) and 3-(1H-pyrazol-4-yl)benzonitrile trifluoroacetate (23.6 mg, 0.0000833 mol) was heated at 180° C., neat overnight. The crude residue was purified by HPLC on a C-18 column eluting with a water; ACN gradient containing 0.2% TFA to give the title compound as an amorphous white solid, LC/MS (M+H)+: 286, 1H NMR (DMSO-d6) δ 11.85 (bs, 1H), 9.18(s, 1H), 8.42(s, 1H), 8.28(s, 1H), 8.25(d, 1H, J=5.0), 8.07(d, 1H, J=7.0), 7.64(d, 1H, ...